Task: describe an organic reaction: reactants, conditions, products, and yield. Dataset: the Open Reaction Database (ORD), a public repository of structured organic reaction records Solvent: O (water). The yield is 84.7%. Procedure: A mixture of 5 g of cysteamine and 6 g of succinic anhydride is stirred under an inert atmosphere at a temperature of about 100° C. The transformation of the starting products is practically total one-half hour after the beginning of the reaction. The mixture is dissolved in 50 cm3 of water to which are added, with stirring, 5 g of sulfonic acid resin and 3 g of zinc powder to transform the disulfide present in the mixture. The resin is removed by filtration and the filtrate is concentrated unde... The product is SCCNC(CCC(=O)O)=O (N-(2-mercapto ethyl) succinamic acid). Reaction SMILES: [NH2:1][CH2:2][CH2:3][SH:4].[C:5]1(=[O:11])[O:10][C:8](=[O:9])[CH2:7][CH2:6]1>O.[Zn]>[SH:4][CH2:3][CH2:2][NH:1][C:5](=[O:11])[CH2:6][CH2:7][C:8]([OH:10])=[O:9]. Reactants: disulfide, NCCS (cysteamine), C1(CCC(=O)O1)=O (succinic anhydride), sulfonic acid. Run at temperature 100 celsius. Reagents/catalysts: [Zn] (zinc). Reactants: N12C[C@@H](C(CC1)CC2)OC2=CC=C(N=N2)C=2C=C1C=CNC1=CC2 (5-{6-[(3R)-1-azabicyclo[2.2.2]oct-3-yloxy]pyridazin-3-yl}-1H-indole), C(\C=C\C(=O)O)(=O)O (fumaric acid). The solvent is CCOC(=O)C.CCO (EtOAc EtOH). Product: C(\C=C\C(=O)O)(=O)O.N12C[C@@H](C(CC1)CC2)OC2=CC=C(N=N2)C=2C=C1C=CNC1=CC2 (5-{6-[(3R)-1-azabicyclo[2.2.2]oct-3-yloxy]pyridazin-3-yl}-1H-indole fumarate). As a reaction SMILES: [N:1]12[CH2:8][CH2:7][CH:4]([CH2:5][CH2:6]1)[C@@H:3]([O:9][C:10]1[N:15]=[N:14][C:13]([C:16]3[CH:17]=[C:18]4[C:22](=[CH:23][CH:24]=3)[NH:21][CH:20]=[CH:19]4)=[CH:12][CH:11]=1)[CH2:2]2.[C:25]([OH:32])(=[O:31])/[CH:26]=[CH:27]/[C:28]([OH:30])=[O:29]>CCOC(C)=O.CCO>[C:25]([OH:32])(=[O:31])/[CH:26]=[CH:27]/[C:28]([OH:30])=[O:29].[N:1]12[CH2:8][CH2:7][CH:4]([CH2:5][CH2:6]1)[C@@H:3]([O:9][C:10]1[N:15]=[N:14][C:13]([C:16]3[CH:17]=[C:18]4[C:22](=[CH:23][CH:24]=3)[NH:21][CH:20]=[CH:19]4)=[CH:12][CH:11]=1)[CH2:2]2 |f:2.3,4.5|. Reported procedure: The product of Example 9B (240 mg, 0.75 mmol) was treated with fumaric acid (93 mg, 0.8 mmol) in EtOAc/EtOH (v. 1:1, 10 mL) at ambient temperature for 15 h. The title compound was obtained as solid (247 mg, yield, 72%). 1H NMR (300 MHz, CD3OD) δ 1.88–2.22 (m, 3H), 2.31–2.47 (m, 1H), 2.59–2.68 (m, 1H), 3.23–3.50 (m, 5H), 3.89–4.00 (m, 1H), 5.49–5.57 (m, 1H), 6.56 (dd, J=3.0, 1.0 Hz, 1H), 6.69 (s, 2H), 7.29–7.35 (m, 2H), 7.52 (dt, J=8.5, 1.0 Hz, 1H), 7.74 (dd, J=8.5, 1.7 Hz, 1H), 8.12–8.17 (m, 2H)... The product is Cn1ccc(S(=O)(=O)N(Cc2ccc(Cl)cc2)c2cccc(O)c2)n1. Starting materials: Cn1ccc(S(=O)(=O)Cl)n1, ClCCl, Oc1cccc(NCc2ccc(Cl)cc2)c1, [Li+], [OH-], c1ccncc1. RXN SMILES: [CH3:23][n:24]1[n:25][c:26]([S:29](=[O:30])(=[O:31])[Cl:32])[cH:27][cH:28]1.[Cl:35][CH2:36][Cl:37].[Cl:7][c:8]1[cH:9][cH:10][c:11]([CH2:12][NH:13][c:14]2[cH:15][c:16]([OH:20])[cH:17][cH:18][cH:19]2)[cH:21][cH:22]1.[Li+:33].[OH-:34].[cH:1]1[cH:2][cH:3][n:4][cH:5][cH:6]1>>[Cl:7][c:8]1[cH:9][cH:10][c:11]([CH2:12][N:13]([c:14]2[cH:15][c:16]([OH:20])[cH:17][cH:18][cH:19]2)[S:29]([c:26]2[n:25][n:24]([CH3:23])[cH:28][cH:27]2)(=[O:30])=[O:31])[cH:21][cH:22]1. Reactants: IC=1C=C(C(=O)O)C=CC1C (3-iodo-4-methylbenzoic acid), S(=O)(=O)(C1=CC=C(C)C=C1)Cl (TsCl), Cl.CN (methylamine hydrochloride). Reaction conditions: time 5 hour. The product is CNC(=O)C1=CC(=C(C=C1)C)I (N-methyl-(3-iodo-4-methylphenyl)carboxamide). RXN SMILES: [I:1][C:2]1[CH:3]=[C:4]([CH:8]=[CH:9][C:10]=1[CH3:11])[C:5](O)=[O:6].S(Cl)(C1C=CC(C)=CC=1)(=O)=O.Cl.[CH3:24][NH2:25]>>[CH3:24][NH:25][C:5]([C:4]1[CH:8]=[CH:9][C:10]([CH3:11])=[C:2]([I:1])[CH:3]=1)=[O:6] |f:2.3|. Procedure: A solution of 1.0 mmol of 3-iodo-4-methylbenzoic acid, 1.2 mmol of TsCl, and 25 mmol of Py was stirred for 3 h and then 5 mmol of methylamine hydrochloride was added and stirring continued for 5 h. Chromatography provided N-methyl-(3-iodo-4-methylphenyl)carboxamide.